This data is from the Open Reaction Database (ORD), a public repository of structured organic reaction records. The task is: describe an organic reaction: reactants, conditions, products, and yield Yields the product O=C1Nc2ncccc2C12Cc1cc3ccc(CCl)nc3cc1C2. Reaction SMILES: [OH:1][CH2:2][c:3]1[n:4][c:5]2[cH:6][c:7]3[c:8]([cH:9][c:10]2[cH:11][cH:12]1)[CH2:13][C:14]1([CH2:15]3)[C:16](=[O:24])[NH:17][c:18]2[n:19][cH:20][cH:21][cH:22][c:23]21.[S:25]([Cl:26])([Cl:27])=[O:28]>>[CH2:2]([c:3]1[n:4][c:5]2[cH:6][c:7]3[c:8]([cH:9][c:10]2[cH:11][cH:12]1)[CH2:13][C:14]1([CH2:15]3)[C:16](=[O:24])[NH:17][c:18]2[n:19][cH:20][cH:21][cH:22][c:23]21)[Cl:27]. Reactants: O=C1Nc2ncccc2C12Cc1cc3ccc(CO)nc3cc1C2, O=S(Cl)Cl. The reactants are C(C)(C)(C)OC(NC1=CC(=C(C=C1)NC(=O)C1=CN(C(C(=C1)C)=O)C)NCC1=CC=CC=C1)=O ({3-Benzylamino-4-[(1,5-dimethyl-6-oxo-1,6-dihydro-pyridine-3-carbonyl)-amino]-phenyl}-carbamic acid tert-butyl ester), C(C)(=O)O (acetic acid). Conditions: temperature 150 celsius. Yields the product C(C1=CC=CC=C1)N1C(=NC2=C1C=C(C=C2)NC(C)=O)C2=CN(C(C(=C2)C)=O)C (N-[3-Benzyl-2-(1,5-dimethyl-6-oxo-1,6-dihydro-pyridin-3-yl)-3H-benzoimidazol-5-yl]-acetamide). Isolated yield 90.0%. RXN SMILES: C(OC(=O)[NH:7][C:8]1[CH:13]=[CH:12][C:11]([NH:14][C:15]([C:17]2[CH:22]=[C:21]([CH3:23])[C:20](=[O:24])[N:19]([CH3:25])[CH:18]=2)=O)=[C:10]([NH:26][CH2:27][C:28]2[CH:33]=[CH:32][CH:31]=[CH:30][CH:29]=2)[CH:9]=1)(C)(C)C.[C:35](O)(=[O:37])[CH3:36]>>[CH2:27]([N:26]1[C:10]2[CH:9]=[C:8]([NH:7][C:35](=[O:37])[CH3:36])[CH:13]=[CH:12][C:11]=2[N:14]=[C:15]1[C:17]1[CH:22]=[C:21]([CH3:23])[C:20](=[O:24])[N:19]([CH3:25])[CH:18]=1)[C:28]1[CH:29]=[CH:30][CH:31]=[CH:32][CH:33]=1. Procedure details: {3-Benzylamino-4-[(1,5-dimethyl-6-oxo-1,6-dihydro-pyridine-3-carbonyl)-amino]-phenyl}-carbamic acid tert-butyl ester I-9″ (4.000 g; 8.648 mmol) is suspended in acetic acid (5.190 g; 86 mmol) in a microwave vial and heated in the microwave at 150° C. for 1 h. The reaction mixture is then concentrated under reduced pressure. The residue is added to ice water, precipitation occurs. The precipitate is filtered off and dried under vacuum. The residue is used in the next step without further purificat... The reactants are CC(=O)O[BH-](OC(C)=O)OC(C)=O, Cl, Cn1nc(C2CCNCC2)c2c3ccccc3c(=O)[nH]c21, [Na+], O. The product is CN1CCC(c2nn(C)c3[nH]c(=O)c4ccccc4c23)CC1. Reaction SMILES: [C:23]([O:24][BH-:25]([O:26][C:27](=[O:28])[CH3:29])[O:30][C:31](=[O:32])[CH3:33])(=[O:34])[CH3:35].[ClH:1].[NH:2]1[CH2:3][CH2:4][CH:5]([c:8]2[n:9][n:10]([CH3:22])[c:11]3[nH:12][c:13](=[O:21])[c:14]4[cH:15][cH:16][cH:17][cH:18][c:19]4[c:20]23)[CH2:6][CH2:7]1.[Na+:36].[OH2:37]>>[N:2]1([CH3:23])[CH2:3][CH2:4][CH:5]([c:8]2[n:9][n:10]([CH3:22])[c:11]3[nH:12][c:13](=[O:21])[c:14]4[cH:15][cH:16][cH:17][cH:18][c:19]4[c:20]23)[CH2:6][CH2:7]1. Yields the product NC(=O)c1ccc(-n2c(CCc3nnn[nH]3)ccc2-c2ccccc2)cc1. As a reaction SMILES: [CH3:28][CH2:29][N:30]=[C:31]=[N:32][CH2:33][CH2:34][CH2:35][N:36]([CH3:37])[CH3:38].[CH:50]([N:51]([CH2:52][CH3:53])[CH:54]([CH3:55])[CH3:56])([CH3:57])[CH3:58].[Cl:59][CH2:60][Cl:61].[OH2:49].[OH:39][n:40]1[c:41]2[c:42]([cH:43][cH:44][cH:45][cH:46]2)[n:47][n:48]1.[OH:62][C:63]([CH2:64][C:65]([C:66](=[O:67])[OH:68])([CH2:69][C:70](=[O:71])[OH:72])[OH:73])=[O:74].[c:1]1(-[c:7]2[n:8](-[c:19]3[cH:20][cH:21][c:22]([C:23](=[O:24])[OH:25])[cH:26][cH:27]3)[c:9]([CH2:12][CH2:13][c:14]3[n:15][n:16][n:17][nH:18]3)[cH:10][cH:11]2)[cH:2][cH:3][cH:4][cH:5][cH:6]1>>[c:1]1(-[c:7]2[n:8](-[c:19]3[cH:20][cH:21][c:22]([C:23](=[O:24])[NH2:30])[cH:26][cH:27]3)[c:9]([CH2:12][CH2:13][c:14]3[n:15][n:16][n:17][nH:18]3)[cH:10][cH:11]2)[cH:2][cH:3][cH:4][cH:5][cH:6]1. The reactants are CCN=C=NCCCN(C)C, CCN(C(C)C)C(C)C, ClCCl, O, On1nnc2ccccc21, O=C(O)CC(O)(CC(=O)O)C(=O)O, O=C(O)c1ccc(-n2c(CCc3nnn[nH]3)ccc2-c2ccccc2)cc1. Solvent: O (water). Yields the product OC(CCC(=O)O)C1=CC=C(C=C1)C1=CC=CC=C1 (γ-Hydroxy-4-biphenylbutyric acid). Procedure details: A 25.4 g. portion of 3-(4-biphenylylcarbonyl)propionic acid is dissolved in 2 liters of water made alkaline with sodium hydroxide. A 37.8 g. portion of sodium borohydride is added and the mixture is stirred for 2 hours. The suspension is then slowly poured into 100 ml. of glacial acetic acid. The mixture is cooled and the resulting solid is filtered, washed with water and dried giving the desired product, m.p. 139°-140° C. Starting materials: C(C)(=O)O (acetic acid), C1(=CC=C(C=C1)C(=O)CCC(=O)O)C1=CC=CC=C1 (3-(4-biphenylylcarbonyl)propionic acid), [BH4-].[Na+] (sodium borohydride), [OH-].[Na+] (sodium hydroxide). Reaction SMILES: [C:1]1([C:14]2[CH:19]=[CH:18][CH:17]=[CH:16][CH:15]=2)[CH:6]=[CH:5][C:4]([C:7]([CH2:9][CH2:10][C:11]([OH:13])=[O:12])=[O:8])=[CH:3][CH:2]=1.[OH-].[Na+].[BH4-].[Na+].C(O)(=O)C>O>[OH:8][CH:7]([C:4]1[CH:5]=[CH:6][C:1]([C:14]2[CH:19]=[CH:18][CH:17]=[CH:16][CH:15]=2)=[CH:2][CH:3]=1)[CH2:9][CH2:10][C:11]([OH:13])=[O:12] |f:1.2,3.4|. Conditions: time 2 hour. Reactants: COc1ccc(C(C)(C)C)cc1C(=O)O, CCc1cccc(CC)c1-c1cc2cc[nH]c2cn1, C1CCOC1, CCN(C(C)C)C(C)C, ClCCl, O=S(Cl)Cl. Product: CCc1cccc(CC)c1-c1cc2ccn(C(=O)c3cc(C(C)(C)C)ccc3OC)c2cn1. RXN SMILES: [C:5]([CH3:6])([CH3:7])([CH3:8])[c:9]1[cH:10][cH:11][c:12]([O:18][CH3:19])[c:13]([C:14](=[O:15])[OH:16])[cH:17]1.[CH2:20]([CH3:21])[c:22]1[c:23](-[c:30]2[cH:31][c:32]3[c:33]([cH:34][n:35]2)[nH:36][cH:37][cH:38]3)[c:24]([CH2:28][CH3:29])[cH:25][cH:26][cH:27]1.[CH2:51]1[O:52][CH2:53][CH2:54][CH2:55]1.[CH:39]([N:40]([CH2:41][CH3:42])[CH:43]([CH3:44])[CH3:45])([CH3:46])[CH3:47].[Cl:48][CH2:49][Cl:50].[S:1]([Cl:2])([Cl:3])=[O:4]>>[C:5]([CH3:6])([CH3:7])([CH3:8])[c:9]1[cH:10][cH:11][c:12]([O:18][CH3:19])[c:13]([C:14](=[O:16])[n:36]2[c:33]3[c:32]([cH:31][c:30](-[c:23]4[c:22]([CH2:20][CH3:21])[cH:27][cH:26][cH:25][c:24]4[CH2:28][CH3:29])[n:35][cH:34]3)[cH:38][cH:37]2)[cH:17]1.